Dataset: the Open Reaction Database (ORD), a public repository of structured organic reaction records. Task: describe an organic reaction: reactants, conditions, products, and yield Yield: 69.2%. Starting materials: COC=1C(C(=C(C(C1OC)=O)CC=1C=CC(=C(C(=O)NC2=CC=C(C=C2)C#N)C1)OC(C)=O)C)=O (N-[5-(5,6-Dimethoxy-3-methyl-1,4-benzoquinon-2-yl)methyl-2-acetoxybenzoyl]-4-cyanoaniline), C(O)([O-])=O.[Na+] (sodium hydrogencarbonate). Solvent: CO (methanol), O (water). Product: COC=1C(C(=C(C(C1OC)=O)CC=1C=CC(=C(C(=O)NC2=CC=C(C=C2)C#N)C1)O)C)=O (N-[5-(5,6-Dimethoxy-3-methyl-1,4-benzoquinon-2-yl)methyl-2-hydroxybenzoyl]-4-cyanoaniline). As a reaction SMILES: [CH3:1][O:2][C:3]1[C:4](=[O:35])[C:5]([CH3:34])=[C:6]([CH2:12][C:13]2[CH:14]=[CH:15][C:16]([O:30]C(=O)C)=[C:17]([CH:29]=2)[C:18]([NH:20][C:21]2[CH:26]=[CH:25][C:24]([C:27]#[N:28])=[CH:23][CH:22]=2)=[O:19])[C:7](=[O:11])[C:8]=1[O:9][CH3:10].C(=O)([O-])O.[Na+]>CO.O>[CH3:1][O:2][C:3]1[C:4](=[O:35])[C:5]([CH3:34])=[C:6]([CH2:12][C:13]2[CH:14]=[CH:15][C:16]([OH:30])=[C:17]([CH:29]=2)[C:18]([NH:20][C:21]2[CH:22]=[CH:23][C:24]([C:27]#[N:28])=[CH:25][CH:26]=2)=[O:19])[C:7](=[O:11])[C:8]=1[O:9][CH3:10] |f:1.2|. Procedure details: N-[5-(5,6-Dimethoxy-3-methyl-1,4-benzoquinon-2-yl)methyl-2-acetoxybenzoyl]-4-cyanoaniline (0.100 g, 0.211 mmol) was dissolved in methanol (6 ml) and after adding thereto an aqueous saturated sodium hydrogencarbonate solution (3 ml), the solution was stirred at room temperature for 3 hours. After the completion of reaction, the reaction solution was diluted with water and then extracted with ethyl acetate. The extract was washed with water and then dried, and the solvent was removed by distillati... Starting materials: starting material, ClC=1C(=NC=C(C1)Cl)C(Cl)(Cl)Cl (3,5-dichloro-2-trichloromethyl pyridine), ClCl (chlorine). Product: ClC1=NC=C(C=C1Cl)Cl (2,3,5-trichloropyridine). Reaction SMILES: [Cl:1][C:2]1[C:3](C(Cl)(Cl)Cl)=[N:4][CH:5]=[C:6]([Cl:8])[CH:7]=1.[Cl:13]Cl>>[Cl:13][C:3]1[C:2]([Cl:1])=[CH:7][C:6]([Cl:8])=[CH:5][N:4]=1. Procedure: The batch chlorinator R1 was charged with 50 grams of starting material containing 90.4% 3,5-dichloro-2-trichloromethyl pyridine by weight, and chlorine was sparged through the reactor by means of sparger 14 for 15 hours at a reaction temperature of 170° C. Samples were taken at the time which corresponded to about 14% conversion of the 3,5-dichloro-2-trichloromethly pyridine. The yield of 2,3,5-trichloropyridine at this temperature, was about 14%, i.e., about half the yield of like runs at 200°... Starting materials: [BH4-], CO, COCOc1ccc([N+](=O)[O-])c(C=O)c1, [Na+]. Product: COCOc1ccc([N+](=O)[O-])c(CO)c1. RXN SMILES: [BH4-:16].[CH3:18][OH:19].[CH3:1][O:2][CH2:3][O:4][c:5]1[cH:6][cH:7][c:8]([N+:13](=[O:14])[O-:15])[c:9]([CH:10]=[O:11])[cH:12]1.[Na+:17]>>[CH3:1][O:2][CH2:3][O:4][c:5]1[cH:6][cH:7][c:8]([N+:13](=[O:14])[O-:15])[c:9]([CH2:10][OH:11])[cH:12]1. Reactants: BrC1=NC2=C(C=CC=C2C=C1)Br (2,8-dibromoquinoline), CCO (EtOH), C(=O)([O-])[O-].[Na+].[Na+] (Na2CO3), C1(=CC=CC=C1)B(O)O (phenyl boronic acid). Reagents/catalysts: C=1C=CC(=CC1)[P](C=2C=CC=CC2)(C=3C=CC=CC3)[Pd]([P](C=4C=CC=CC4)(C=5C=CC=CC5)C=6C=CC=CC6)([P](C=7C=CC=CC7)(C=8C=CC=CC8)C=9C=CC=CC9)[P](C=1C=CC=CC1)(C=1C=CC=CC1)C=1C=CC=CC1 (Pd(PPh3)4). Solvent: C1(=CC=CC=C1)C (toluene), O (H2O), CCOC(=O)C (EtOAc). Yields the product BrC=1C=CC=C2C=CC(=NC12)C1=CC=CC=C1 (8-bromo-2-phenylquinoline). Yield: 75.6%. RXN SMILES: Br[C:2]1[CH:11]=[CH:10][C:9]2[C:4](=[C:5]([Br:12])[CH:6]=[CH:7][CH:8]=2)[N:3]=1.CCO.C([O-])([O-])=O.[Na+].[Na+].[C:22]1(B(O)O)[CH:27]=[CH:26][CH:25]=[CH:24][CH:23]=1>C1(C)C=CC=CC=1.CCOC(C)=O.C1C=CC([P]([Pd]([P](C2C=CC=CC=2)(C2C=CC=CC=2)C2C=CC=CC=2)([P](C2C=CC=CC=2)(C2C=CC=CC=2)C2C=CC=CC=2)[P](C2C=CC=CC=2)(C2C=CC=CC=2)C2C=CC=CC=2)(C2C=CC=CC=2)C2C=CC=CC=2)=CC=1.O>[Br:12][C:5]1[CH:6]=[CH:7][CH:8]=[C:9]2[C:4]=1[N:3]=[C:2]([C:22]1[CH:27]=[CH:26][CH:25]=[CH:24][CH:23]=1)[CH:11]=[CH:10]2 |f:2.3.4,^1:47,49,68,87|. Procedure: To a mixture of 2,8-dibromoquinoline (1.0 g, 3.49 mmol), Pd(PPh3)4 (0.2 g, 0.174 mmol) in toluene:EtOH:H2O (10 mL:1 mL:1 mL) under argon atmosphere was added Na2CO3 (0.44 g, 4.18 mmol) and phenyl boronic acid (0.507 g, 4.18 mmol) and the reaction was heated to reflux for 24 h. The mixture was cooled to RT and diluted with EtOAc (50 mL), washed with water and brine (50 mL). The organic layer was dried, filtered and concentrated. The residue was purified by column chromatography (10:1 hexane:EtOAc... The reactants are O[C@H]1[C@@H](CCCC1)NC(=O)C1=NC(=C(N=C1)Br)C1=CC=C(C=C1)OC(F)(F)F (5-bromo-6-(4-trifluoromethoxy-phenyl)-pyrazine-2-carboxylic acid ((1R,2R)-2-hydroxy-cyclohexyl)-amide), Cl.C1(CC1)NC (cyclopropyl-methyl-amine hydrochloride), C(C)N(C(C)C)C(C)C (N-ethyldiisopropylamine). Solvent: CS(=O)C (dimethylsulfoxide). Conditions: time 72 hour. Product: O[C@H]1[C@@H](CCCC1)NC(=O)C1=NC(=C(N=C1)N(C)C1CC1)C1=CC=C(C=C1)OC(F)(F)F (5-(Cyclopropyl-methyl-amino)-6-(4-trifluoromethoxy-phenyl)-pyrazine-2-carboxylic acid ((1R,2R)-2-hydroxy-cyclohexyl)-amide). The yield is 64.8%. As a reaction SMILES: [OH:1][C@@H:2]1[CH2:7][CH2:6][CH2:5][CH2:4][C@H:3]1[NH:8][C:9]([C:11]1[CH:16]=[N:15][C:14](Br)=[C:13]([C:18]2[CH:23]=[CH:22][C:21]([O:24][C:25]([F:28])([F:27])[F:26])=[CH:20][CH:19]=2)[N:12]=1)=[O:10].Cl.[CH:30]1([NH:33][CH3:34])[CH2:32][CH2:31]1.C(N(C(C)C)C(C)C)C>CS(C)=O>[OH:1][C@@H:2]1[CH2:7][CH2:6][CH2:5][CH2:4][C@H:3]1[NH:8][C:9]([C:11]1[CH:16]=[N:15][C:14]([N:33]([CH:30]2[CH2:32][CH2:31]2)[CH3:34])=[C:13]([C:18]2[CH:23]=[CH:22][C:21]([O:24][C:25]([F:28])([F:27])[F:26])=[CH:20][CH:19]=2)[N:12]=1)=[O:10] |f:1.2|. Reported procedure: To a solution of 0.052 g of 5-bromo-6-(4-trifluoromethoxy-phenyl)-pyrazine-2-carboxylic acid ((1R,2R)-2-hydroxy-cyclohexyl)-amide in 2 ml dimethylsulfoxide was added at room temperature 0.024 g of cyclopropyl-methyl-amine hydrochloride and 0.04 ml N-ethyldiisopropylamine. The mixture was stirred at room temperature for 72 hours. The reaction mixture was partitioned between 10% aqueous citric acid and ethyl acetate. The phases were separated and the organic layer washed with 10% aqueous sodium bi... The reactants are Fc1cc(F)cc(C2(F)CCN(Cc3ccccc3)C2)c1, CO, [NH4+]. Yields the product Fc1cc(F)cc(C2(F)CCNC2)c1. As a reaction SMILES: [CH2:1]([c:2]1[cH:3][cH:4][cH:5][cH:6][cH:7]1)[N:8]1[CH2:9][C:10]([F:13])([c:14]2[cH:15][c:16]([F:21])[cH:17][c:18]([F:20])[cH:19]2)[CH2:11][CH2:12]1.[CH3:23][OH:24].[NH4+:22]>>[NH:8]1[CH2:9][C:10]([F:13])([c:14]2[cH:15][c:16]([F:21])[cH:17][c:18]([F:20])[cH:19]2)[CH2:11][CH2:12]1. Reactants: 3A, S=C1N(C2=CC=CC=3C2=C1C=CC3)CC(=O)O (2-thioxo-benz[cd]indole-1(2H)-acetic acid), NC(C)O (aminoethanol), O.C1(=CC=C(C=C1)S(=O)(=O)O)C (p-toluenesulfonic acid hydrate). Run in C1=CC=CC=C1 (benzene). The product is CC1=CC=C(C=C1)S(=O)(=O)O (4-methylphenylsulfonic acid), title compound. As a reaction SMILES: S=C1C2C=CC=C3C=2C(=CC=C3)N1CC(O)=O.NC(O)C.O.[C:23]1([CH3:33])[CH:28]=[CH:27][C:26]([S:29]([OH:32])(=[O:31])=[O:30])=[CH:25][CH:24]=1>C1C=CC=CC=1>[CH3:33][C:23]1[CH:24]=[CH:25][C:26]([S:29]([OH:32])(=[O:31])=[O:30])=[CH:27][CH:28]=1 |f:2.3|. Reported procedure: A suspension of 2-thioxo-benz[cd]indole-1(2H)-acetic acid (1.0 g, 4.11 mmol, described in Example 6) aminoethanol (0.5 g, 0.49 mL, 8.22 mmol) and p-toluenesulfonic acid hydrate (1.88 g, 9.86 mmol) in benzene (50 mL) was refluxed for 48 hr with stirring in a Soxhlet apparatus containing a thimble filled with 3A molecular sieves. The mixture was evaporated to dryness, and the residue was triturated with cold water (50 mL). The precipitate was collected by filtration, washed with diethyl ether (50 ... The reactants are C, CN, CO, COCOc1cccc(C=O)c1, [H][H], [Pt]. Product: CNCc1cccc(OCOC)c1. Reaction SMILES: [C:19].[CH3:15][NH2:16].[CH3:17][OH:18].[CH3:1][O:2][CH2:3][O:4][c:5]1[cH:6][c:7]([CH:8]=[O:9])[cH:10][cH:11][cH:12]1.[H:13][H:14].[Pt:20]>>[CH3:1][O:2][CH2:3][O:4][c:5]1[cH:6][c:7]([CH2:8][NH:16][CH3:15])[cH:10][cH:11][cH:12]1. The reactants are CC1([C@@H](N2[C@H](S1)[C@@H](C2=O)NC(=O)[C@@H](C3=CC=C(C=C3)O)N)C(=O)O)C.O.O.O (amoxicillin trihydrate), CC1([C@@H](N2[C@H](S1)[C@@H](C2=O)NC(=O)[C@@H](C=3C=CC(=CC3)O)N)C(=O)O)C.Cl (amoxicillin hydrochloride). Yields the product CC1([C@@H](N2[C@H](S1)[C@@H](C2=O)NC(=O)[C@@H](C3=CC=C(C=C3)O)N)C(=O)O)C.O.O.O (amoxicillin trihydrate), CC1([C@@H](N2[C@H](S1)[C@@H](C2=O)N)C(=O)O)C (6-APA). As a reaction SMILES: [CH3:1][C:2]1([CH3:25])[S:6][C@@H:5]2[C@H:7]([NH:10][C:11]([C@H:13]([NH2:21])[C:14]3[CH:19]=[CH:18][C:17]([OH:20])=[CH:16][CH:15]=3)=[O:12])[C:8](=[O:9])[N:4]2[C@H:3]1[C:22]([OH:24])=[O:23].[OH2:26].O.O.[CH3:29][C:30]1([CH3:53])[S:34][C@@H:33]2[C@H:35]([NH:38]C([C@H](N)C3C=CC(O)=CC=3)=O)[C:36](=[O:37])[N:32]2[C@H:31]1[C:50]([OH:52])=[O:51].Cl>>[CH3:1][C:2]1([CH3:25])[S:6][C@@H:5]2[C@H:7]([NH:10][C:11]([C@H:13]([NH2:21])[C:14]3[CH:19]=[CH:18][C:17]([OH:20])=[CH:16][CH:15]=3)=[O:12])[C:8](=[O:9])[N:4]2[C@H:3]1[C:22]([OH:24])=[O:23].[OH2:37].[OH2:26].[OH2:9].[CH3:29][C:30]1([CH3:53])[S:34][C@@H:33]2[C@H:35]([NH2:38])[C:36](=[O:37])[N:32]2[C@H:31]1[C:50]([OH:52])=[O:51] |f:0.1.2.3,4.5,6.7.8.9|. Procedure details: A procedure for the preparation of amoxicillin trihydrate via anhydrous acylation and isolation via the amoxicillin hydrochloride intermediate is set forth above. 2. Lab experiments gave 77 to 82% activity yields to amoxicillin trihydrate from 6-APA. A normal isolation leaves 6 to 9% activity assayed as amoxicillin in the salt mother liquor; 2 to 3% amoxicillin in the LA-1 mother liquor and approximately 3% unreacted 6-APA. Reactants: COC(=O)c1c(C)cccc1N, CC(=O)O, [Cl-], Cl, O=N[O-], [Na+], O=S=O, O. Product: COC(=O)c1c(C)cccc1S(=O)(=O)Cl. Reaction SMILES: [CH3:1][c:2]1[cH:3][cH:4][cH:5][c:6]([NH2:12])[c:7]1[C:8](=[O:9])[O:10][CH3:11].[CH3:22][C:23](=[O:24])[OH:25].[Cl-:18].[ClH:13].[N:14]([O-:15])=[O:16].[Na+:17].[O:19]=[S:20]=[O:21].[OH2:26]>>[CH3:1][c:2]1[cH:3][cH:4][cH:5][c:6]([S:20]([Cl:13])(=[O:19])=[O:21])[c:7]1[C:8](=[O:9])[O:10][CH3:11].